From a dataset of the Open Reaction Database (ORD), a public repository of structured organic reaction records. describe an organic reaction: reactants, conditions, products, and yield Reactants: CS(=O)(=O)O, CO, CC1CN(c2c(F)cc3c(=O)c(C(=O)O)cn(C4CC4)c3c2OC(F)F)CCN1. The product is CS(=O)(=O)O, CC1CN(c2c(F)cc3c(=O)c(C(=O)O)cn(C4CC4)c3c2OC(F)F)CCN1. RXN SMILES: [CH3:1][S:2]([OH:3])(=[O:4])=[O:5].[CH3:35][OH:36].[CH:6]1([n:9]2[cH:10][c:11]([C:32](=[O:33])[OH:34])[c:12](=[O:31])[c:13]3[cH:14][c:15]([F:30])[c:16]([N:23]4[CH2:24][CH:25]([CH3:29])[NH:26][CH2:27][CH2:28]4)[c:17]([O:19][CH:20]([F:21])[F:22])[c:18]23)[CH2:7][CH2:8]1>>[CH3:1][S:2](=[O:3])(=[O:4])[OH:5].[CH:6]1([n:9]2[cH:10][c:11]([C:32](=[O:33])[OH:34])[c:12](=[O:31])[c:13]3[cH:14][c:15]([F:30])[c:16]([N:23]4[CH2:24][CH:25]([CH3:29])[NH:26][CH2:27][CH2:28]4)[c:17]([O:19][CH:20]([F:21])[F:22])[c:18]23)[CH2:7][CH2:8]1. Starting materials: NC(CCN1CCCCC1)C1=C(C=CC=C1)C (1-[3-amino-3-(2-methylphenyl)propyl]piperidine), N1=C(CC(=O)O)C=CC2=CC=CC=C12 (quinaldinic acid). The product is CC1=C(C=CC=C1)C(CCN1CCCCC1)NC(=O)CC1=NC2=CC=CC=C2C=C1 (N-[1-(2-methylphenyl)-3-piperidinopropyl]quinaldinamide). Isolated yield 91.6%. Reaction SMILES: [NH2:1][CH:2]([C:11]1[CH:16]=[CH:15][CH:14]=[CH:13][C:12]=1[CH3:17])[CH2:3][CH2:4][N:5]1[CH2:10][CH2:9][CH2:8][CH2:7][CH2:6]1.[N:18]1[C:31]2[C:26](=[CH:27][CH:28]=[CH:29][CH:30]=2)[CH:25]=[CH:24][C:19]=1[CH2:20][C:21](O)=[O:22]>>[CH3:17][C:12]1[CH:13]=[CH:14][CH:15]=[CH:16][C:11]=1[CH:2]([NH:1][C:21]([CH2:20][C:19]1[CH:24]=[CH:25][C:26]2[C:31](=[CH:30][CH:29]=[CH:28][CH:27]=2)[N:18]=1)=[O:22])[CH2:3][CH2:4][N:5]1[CH2:10][CH2:9][CH2:8][CH2:7][CH2:6]1. Procedure details: The procedure of Example 4 was repeated using 465 mg (2.0 mmol.) of 1-[3-amino-3-(2-methylphenyl)propyl]piperidine and 347 mg (2.0 mmol.) of quinaldinic acid, to obtain 736 mg (yield: 95%) of the subject compound as a pale yellow oily product. The reactants are C(CCCCCCCCC(=O)O)(=O)O (Sebacic acid), C(CCCCCCC)[Sn](CCCCCCCC)=O (dioctyltin oxide). Product: C(CCCCCCCCC(=O)[O-])(=O)[O-].C(CCCCCCC)[Sn+2]CCCCCCCC (dioctyltin sebacate). RXN SMILES: [C:1]([OH:14])(=[O:13])[CH2:2][CH2:3][CH2:4][CH2:5][CH2:6][CH2:7][CH2:8][CH2:9][C:10]([OH:12])=[O:11].[CH2:15]([Sn:23](=O)[CH2:24][CH2:25][CH2:26][CH2:27][CH2:28][CH2:29][CH2:30][CH3:31])[CH2:16][CH2:17][CH2:18][CH2:19][CH2:20][CH2:21][CH3:22]>>[C:1]([O-:14])(=[O:13])[CH2:2][CH2:3][CH2:4][CH2:5][CH2:6][CH2:7][CH2:8][CH2:9][C:10]([O-:12])=[O:11].[CH2:24]([Sn+2:23][CH2:15][CH2:16][CH2:17][CH2:18][CH2:19][CH2:20][CH2:21][CH3:22])[CH2:25][CH2:26][CH2:27][CH2:28][CH2:29][CH2:30][CH3:31] |f:2.3|. Procedure: Sebacic acid and dioctyltin oxide are introduced into a screw drier in accordance with Example 4b. At the exit, dioctyltin sebacate (compound 7) is obtained as a white free-flowing powder.